From a dataset of the Open Reaction Database (ORD), a public repository of structured organic reaction records. describe an organic reaction: reactants, conditions, products, and yield Reactants: Cc1ccccc1, CCO, COc1cccc(C=Cc2nc3sc(C)cn3c(=O)c2I)c1OCC1CC1, OB(O)c1ccc(OC(F)(F)F)cc1, [Na+], [Na+], O=C([O-])[O-], O. Yields the product COc1cccc(C=Cc2nc3sc(C)cn3c(=O)c2-c2ccc(OC(F)(F)F)cc2)c1OCC1CC1. Reaction SMILES: [CH3:48][c:49]1[cH:50][cH:51][cH:52][cH:53][cH:54]1.[CH3:55][CH2:56][OH:57].[CH:1]1([CH2:4][O:5][c:6]2[c:7]([CH:14]=[CH:15][c:16]3[n:17][c:18]4[n:19]([c:20](=[O:23])[c:21]3[I:22])[cH:24][c:25]([CH3:27])[s:26]4)[cH:8][cH:9][cH:10][c:11]2[O:12][CH3:13])[CH2:2][CH2:3]1.[F:28][C:29]([O:30][c:31]1[cH:32][cH:33][c:34]([B:37]([OH:38])[OH:39])[cH:35][cH:36]1)([F:40])[F:41].[Na+:42].[Na+:43].[O-:44][C:45](=[O:46])[O-:47].[OH2:58]>>[CH:1]1([CH2:4][O:5][c:6]2[c:7]([CH:14]=[CH:15][c:16]3[n:17][c:18]4[n:19]([c:20](=[O:23])[c:21]3-[c:34]3[cH:33][cH:32][c:31]([O:30][C:29]([F:28])([F:40])[F:41])[cH:36][cH:35]3)[cH:24][c:25]([CH3:27])[s:26]4)[cH:8][cH:9][cH:10][c:11]2[O:12][CH3:13])[CH2:2][CH2:3]1. The reactants are COCCCOc1cc(CC(CC(NC(=O)OC(C)(C)C)C2CO2)C(C)C)ccc1OC, CC(C)O, Cl, NCCCC(=O)O, [Na+], [OH-]. Yields the product COCCCOc1cc(CC(CC(NC(=O)OC(C)(C)C)C(O)CN2CCCC2=O)C(C)C)ccc1OC. As a reaction SMILES: [CH3:1][O:2][c:3]1[c:4]([O:27][CH2:28][CH2:29][CH2:30][O:31][CH3:32])[cH:5][c:6]([CH2:7][CH:8]([CH2:9][CH:10]([CH:11]2[O:12][CH2:13]2)[NH:14][C:15]([O:16][C:17]([CH3:18])([CH3:19])[CH3:20])=[O:21])[CH:22]([CH3:23])[CH3:24])[cH:25][cH:26]1.[CH:43]([OH:44])([CH3:45])[CH3:46].[ClH:42].[NH2:33][CH2:34][CH2:35][CH2:36][C:37](=[O:38])[OH:39].[Na+:41].[OH-:40]>>[CH3:1][O:2][c:3]1[c:4]([O:27][CH2:28][CH2:29][CH2:30][O:31][CH3:32])[cH:5][c:6]([CH2:7][CH:8]([CH2:9][CH:10]([CH:11]([OH:12])[CH2:13][N:33]2[CH2:34][CH2:35][CH2:36][C:37]2=[O:39])[NH:14][C:15]([O:16][C:17]([CH3:18])([CH3:19])[CH3:20])=[O:21])[CH:22]([CH3:23])[CH3:24])[cH:25][cH:26]1. Starting materials: CC1CN(Cc2ccc(NS(=O)(=O)c3ccc(Cl)nc3)cc2)CC(C)N1C(=O)OC(C)(C)C, [Na+], [Na+], O=C([O-])[O-], O, OB(O)c1ccc(F)cc1, c1ccc(P(c2ccccc2)(c2ccccc2)[Pd](P(c2ccccc2)(c2ccccc2)c2ccccc2)(P(c2ccccc2)(c2ccccc2)c2ccccc2)P(c2ccccc2)(c2ccccc2)c2ccccc2)cc1. Yields the product CC1CN(Cc2ccc(NS(=O)(=O)c3ccc(-c4ccc(F)cc4)nc3)cc2)CC(C)N1C(=O)OC(C)(C)C. As a reaction SMILES: [Cl:1][c:2]1[cH:3][cH:4][c:5]([S:8](=[O:9])(=[O:10])[NH:11][c:12]2[cH:13][cH:14][c:15]([CH2:18][N:19]3[CH2:20][CH:21]([CH3:33])[N:22]([C:26](=[O:27])[O:28][C:29]([CH3:30])([CH3:31])[CH3:32])[CH:23]([CH3:25])[CH2:24]3)[cH:16][cH:17]2)[cH:6][n:7]1.[Na+:44].[Na+:45].[O-:46][C:47](=[O:48])[O-:49].[OH2:127].[OH:34][B:35]([OH:36])[c:37]1[cH:38][cH:39][c:40]([F:41])[cH:42][cH:43]1.[cH:50]1[cH:51][cH:52][c:53]([P:54]([Pd:55]([P:56]([c:57]2[cH:58][cH:59][cH:60][cH:61][cH:62]2)([c:63]2[cH:64][cH:65][cH:66][cH:67][cH:68]2)[c:69]2[cH:70][cH:71][cH:72][cH:73][cH:74]2)([P:75]([c:76]2[cH:77][cH:78][cH:79][cH:80][cH:81]2)([c:82]2[cH:83][cH:84][cH:85][cH:86][cH:87]2)[c:88]2[cH:89][cH:90][cH:91][cH:92][cH:93]2)[P:94]([c:95]2[cH:96][cH:97][cH:98][cH:99][cH:100]2)([c:101]2[cH:102][cH:103][cH:104][cH:105][cH:106]2)[c:107]2[cH:108][cH:109][cH:110][cH:111][cH:112]2)([c:113]2[cH:114][cH:115][cH:116][cH:117][cH:118]2)[c:119]2[cH:120][cH:121][cH:122][cH:123][cH:124]2)[cH:125][cH:126]1>>[c:2]1(-[c:37]2[cH:38][cH:39][c:40]([F:41])[cH:42][cH:43]2)[cH:3][cH:4][c:5]([S:8](=[O:9])(=[O:10])[NH:11][c:12]2[cH:13][cH:14][c:15]([CH2:18][N:19]3[CH2:20][CH:21]([CH3:33])[N:22]([C:26](=[O:27])[O:28][C:29]([CH3:30])([CH3:31])[CH3:32])[CH:23]([CH3:25])[CH2:24]3)[cH:16][cH:17]2)[cH:6][n:7]1. RXN SMILES: Br[C:2]1[CH:9]=[CH:8][C:5]([CH:6]=[O:7])=[C:4]([O:10][C:11]([F:14])([F:13])[F:12])[CH:3]=1.O.[CH3:16][N:17](C=O)C>[C-]#N.[Zn+2].[C-]#N.C1C=CC([P]([Pd]([P](C2C=CC=CC=2)(C2C=CC=CC=2)C2C=CC=CC=2)([P](C2C=CC=CC=2)(C2C=CC=CC=2)C2C=CC=CC=2)[P](C2C=CC=CC=2)(C2C=CC=CC=2)C2C=CC=CC=2)(C2C=CC=CC=2)C2C=CC=CC=2)=CC=1>[CH:6]([C:5]1[CH:8]=[CH:9][C:2]([C:16]#[N:17])=[CH:3][C:4]=1[O:10][C:11]([F:14])([F:13])[F:12])=[O:7] |f:3.4.5,^1:29,31,50,69|. The reactants are BrC1=CC(=C(C=O)C=C1)OC(F)(F)F (4-bromo-2-(trifluoromethoxy)benzaldehyde), CN(C)C=O (DMF), O (water). Product: C(=O)C1=C(C=C(C#N)C=C1)OC(F)(F)F (4-Formyl-3-(trifluoromethoxy)benzonitrile). Procedure: 10.63 g (39.51 mmol) of 4-bromo-2-(trifluoromethoxy)benzaldehyde, 3.43 g (29.24 mmol) of zinc cyanide and 1.37 g (1.19 mmol) of tetrakis(triphenylphosphine)palladium(0) are dissolved in 80 ml of DMF. The reaction mixture is then reacted in several portions in a single mode microwave (Emrys Optimizer, 5 min at 220° C.). The combined mixtures are mixed with water and extracted twice with toluene. The combined organic phases are washed with saturated sodium chloride solution and dried with sodium s... Reagents/catalysts: [C-]#N.[Zn+2].[C-]#N (zinc cyanide), C=1C=CC(=CC1)[P](C=2C=CC=CC2)(C=3C=CC=CC3)[Pd]([P](C=4C=CC=CC4)(C=5C=CC=CC5)C=6C=CC=CC6)([P](C=7C=CC=CC7)(C=8C=CC=CC8)C=9C=CC=CC9)[P](C=1C=CC=CC1)(C=1C=CC=CC1)C=1C=CC=CC1 (tetrakis(triphenylphosphine)palladium(0)). Reactants: OO (hydrogen peroxide), ClC1=C(C(=O)C2=CC=CC=C2)C=C(C(=C1)F)F (2-chloro-4,5-difluorobenzophenone), ice. The solvent is S(O)(O)(=O)=O (sulfuric acid). Reaction conditions: time 7 hour. Product: ClC1=C(C(=O)O)C=C(C(=C1)F)F (2-chloro-4,5-difluorobenzoic acid). Yield: 58.9%. RXN SMILES: [OH:1]O.[Cl:3][C:4]1[CH:17]=[C:16]([F:18])[C:15]([F:19])=[CH:14][C:5]=1[C:6](C1C=CC=CC=1)=[O:7]>S(=O)(=O)(O)O>[Cl:3][C:4]1[CH:17]=[C:16]([F:18])[C:15]([F:19])=[CH:14][C:5]=1[C:6]([OH:7])=[O:1]. Procedure details: 32 g of 20% hydrogen peroxide solution are added dropwise over 30 min to a solution of 37.8 g (0.15 mol) of 2-chloro-4,5-difluorobenzophenone in 400 g of 100% sulfuric acid in such a way that the temperature remains below 35° C. The reaction is complete after 7 h. The reaction mixture is then poured on to 1200 g of ice. Extraction of the mother liquor with methyl tert-butyl ether, isolation of the crude product from the extract and crystallization from water gives 17.0 g (0.0883 mol, 88%) of col...